Dataset: the Open Reaction Database (ORD), a public repository of structured organic reaction records. Task: describe an organic reaction: reactants, conditions, products, and yield Starting materials: C1(=CC=CC=C1)OC (Anisole), [Cl-].[Cl-].[Cl-].[Al+3] (aluminium trichloride), ClCCCl (1,2-dichloroethane), ice, FC(C=1C=C(C=CC1)CC(=O)Cl)(F)F ((3-trifluoromethylphenyl)-acetyl chloride). The solvent is O (water). Reaction conditions: time 2 hour. Product: FC(C=1C=C(C=CC1)CC(=O)C1=CC=C(C=C1)OC)(F)F (2-(3-trifluoromethylphenyl)-1-(4-methoxyphenyl)-ethanone). As a reaction SMILES: [C:1]1([O:7][CH3:8])[CH:6]=[CH:5][CH:4]=[CH:3][CH:2]=1.[Cl-].[Cl-].[Cl-].[Al+3].ClCCCl.[F:17][C:18]([F:30])([F:29])[C:19]1[CH:20]=[C:21]([CH2:25][C:26](Cl)=[O:27])[CH:22]=[CH:23][CH:24]=1>O>[F:17][C:18]([F:29])([F:30])[C:19]1[CH:20]=[C:21]([CH2:25][C:26]([C:4]2[CH:5]=[CH:6][C:1]([O:7][CH3:8])=[CH:2][CH:3]=2)=[O:27])[CH:22]=[CH:23][CH:24]=1 |f:1.2.3.4|. Procedure details: Anisole (32.4 g) and aluminium trichloride (36.0 g) are added to 1,2-dichloroethane (240 ml). The mixture is cooled to -5° and (3-trifluoromethylphenyl)-acetyl chloride (66.8 g) is slowly added. The mixture is stirred for 11/2 hours and poured into a mixture of crushed ice (400 g) and water (150 ml). After heating to room temperature, the compound is extracted with ether (3×200 ml). The combined organic phases are washed with a 2% aqueous solution of sodium hydroxide (200 ml and with water (3×20... The reactants are O1C=C(C=C1)B(O)O (3-furan boronic acid), BrC1=CC=C(OC2=CC=C(C=C2)S(=O)(=O)N[C@H](C(C)(C)SCC2=NC=CC=C2)C(=O)O)C=C1 (N-[4-(4-bromophenoxy) benzenesulfonyl]--S--[(pyrid-2-yl)methyl]-D-penicillamine). Reagents/catalysts: C=1C=CC(=CC1)[P](C=2C=CC=CC2)(C=3C=CC=CC3)[Pd]([P](C=4C=CC=CC4)(C=5C=CC=CC5)C=6C=CC=CC6)([P](C=7C=CC=CC7)(C=8C=CC=CC8)C=9C=CC=CC9)[P](C=1C=CC=CC1)(C=1C=CC=CC1)C=1C=CC=CC1 (Pd(PPh3)4). Solvent: CCO (EtOH), C1=CC=CC=C1 (benzene), C(=O)([O-])[O-].[Na+].[Na+] (Na2CO3). Run at temperature 80 celsius, time 72 hour. Yields the product O1C=C(C=C1)C1=CC=C(OC2=CC=C(C=C2)S(=O)(=O)N[C@H](C(C)(C)SCC2=NC=CC=C2)C(=O)O)C=C1 (N-[4-(4-(furan-3-yl)phenoxy)benzenesulfonyl]--S--[(pyrid-2-yl)methyl]-D-penicillamine). Isolated yield 77.1%. RXN SMILES: Br[C:2]1[CH:33]=[CH:32][C:5]([O:6][C:7]2[CH:12]=[CH:11][C:10]([S:13]([NH:16][C@@H:17]([C:29]([OH:31])=[O:30])[C:18]([S:21][CH2:22][C:23]3[CH:28]=[CH:27][CH:26]=[CH:25][N:24]=3)([CH3:20])[CH3:19])(=[O:15])=[O:14])=[CH:9][CH:8]=2)=[CH:4][CH:3]=1.[O:34]1[CH:38]=[CH:37][C:36](B(O)O)=[CH:35]1>C1C=CC=CC=1.C([O-])([O-])=O.[Na+].[Na+].CCO.C1C=CC([P]([Pd]([P](C2C=CC=CC=2)(C2C=CC=CC=2)C2C=CC=CC=2)([P](C2C=CC=CC=2)(C2C=CC=CC=2)C2C=CC=CC=2)[P](C2C=CC=CC=2)(C2C=CC=CC=2)C2C=CC=CC=2)(C2C=CC=CC=2)C2C=CC=CC=2)=CC=1>[O:34]1[CH:38]=[CH:37][C:36]([C:2]2[CH:3]=[CH:4][C:5]([O:6][C:7]3[CH:8]=[CH:9][C:10]([S:13]([NH:16][C@@H:17]([C:29]([OH:31])=[O:30])[C:18]([S:21][CH2:22][C:23]4[CH:28]=[CH:27][CH:26]=[CH:25][N:24]=4)([CH3:20])[CH3:19])(=[O:14])=[O:15])=[CH:11][CH:12]=3)=[CH:32][CH:33]=2)=[CH:35]1 |f:3.4.5,^1:60,62,81,100|. Procedure: To a suspension of 221 mg (0.40 mmol) of N-[4-(4-bromophenoxy) benzenesulfonyl]--S--[(pyrid-2-yl)methyl]-D-penicillamine (from example 3(d)) in 2 mL of benzene and 2 mL of 2M aqueous Na2CO3 solution was added a solution of 71 mg (0.48 mmol) of 3-furan boronic acid (J. Org. Chem. 1984, 49, 5237-5243) in 2 mL of EtOH. To the resulting mixture was added solid Pd(PPh3)4 (46 mg, 0.04 mmol) under a flow of Ar. The mixture was heated at 80° C. with vigorous stirring for 72 hours, cooled to room tempera... Reactants: [Li]C(SC)SC, CSC(SC)C1(O)OC(CO)C(O)C(O)C1O. Product: OCC1OC(O)(C2SCCCS2)C(O)C(O)C1O. Reaction SMILES: [CH3:18][S:19][CH:20]([Li:21])[S:22][CH3:23].[CH3:1][S:2][CH:3]([C:4]1([OH:5])[CH:6]([OH:7])[CH:8]([OH:9])[CH:10]([OH:11])[CH:12]([CH2:14][OH:15])[O:13]1)[S:16][CH3:17]>>[CH2:1]1[S:2][CH:3]([C:4]2([OH:5])[CH:6]([OH:7])[CH:8]([OH:9])[CH:10]([OH:11])[CH:12]([CH2:14][OH:15])[O:13]2)[S:16][CH2:17][CH2:18]1.